From a dataset of the Open Reaction Database (ORD), a public repository of structured organic reaction records. describe an organic reaction: reactants, conditions, products, and yield The reactants are C(CC)C1=C(C=CC=C1)O (2-n-Propylphenol), 15, CCCCC(C)C(C)C.CCCC(C)CC(C)C.CC(C)CC(C)C(C)C (tripropylene). Conditions: temperature 120 celsius, time 7 hour. Product: C(CC)C1=C(C=CC(=C1)CCCCCCCCC)O (2-n-propyl-4-nonylphenol). RXN SMILES: [CH2:1]([C:4]1[CH:9]=[CH:8][CH:7]=[CH:6][C:5]=1[OH:10])[CH2:2][CH3:3].[CH3:11][CH2:12][CH2:13][CH2:14][CH:15]([CH:17]([CH3:19])C)C.[CH3:20][CH2:21]CC(CC(C)C)C.CC(CC(C(C)C)C)C>>[CH2:1]([C:4]1[CH:9]=[C:8]([CH2:20][CH2:21][CH2:19][CH2:17][CH2:15][CH2:14][CH2:13][CH2:12][CH3:11])[CH:7]=[CH:6][C:5]=1[OH:10])[CH2:2][CH3:3] |f:1.2.3|. Reported procedure: 2-n-Propylphenol (5 mol, 681 g), dry Amberlyst 15 (50 g) and tripropylene (5.5 mol, 694 g, 951 ml) were placed in a 3000 ml 3N RBF. The mixture was heated and maintained at 120° C. under vigorous stirring for 7 hrs. After cooling to ambient temperature, the reaction mixture was filtered and distilled to obtain 2-n-propyl-4-nonylphenol in vacuo (135-150° C. at 0.5-2 T). Total 960 g of 2-n-propyl-4-nonylphenol was obtained as amber oils (71% yield with 95% plus purity). The reactants are C(C=C(C)CCC=C(C)CCC=C(C)C)C/C(=C/CC/C(=C/CC/C(=C/CC/C(=C/CBr)/C)/C)/C)/C (farnesylgeranylgeranyl bromide), C(C1=CC=2OCOC2C=C1)N (piperonylamine), O (water). The solvent is C1CCOC1 (THF). Run at time 1 hour. Product: C(C=C(C)CCC=C(C)CCC=C(C)C)C/C(=C/CC/C(=C/CC/C(=C/CC/C(=C/CNCC1=CC=2OCOC2C=C1)/C)/C)/C)/C (N-farnesylgeranylgeranylpiperonylamine). Yield: 22.2%. As a reaction SMILES: [CH2:1]([CH2:16]/[C:17](/[CH3:36])=[CH:18]/[CH2:19][CH2:20]/[C:21](/[CH3:35])=[CH:22]/[CH2:23][CH2:24]/[C:25](/[CH3:34])=[CH:26]/[CH2:27][CH2:28]/[C:29](/[CH3:33])=[CH:30]/[CH2:31]Br)[CH:2]=[C:3]([CH2:5][CH2:6][CH:7]=[C:8]([CH2:10][CH2:11][CH:12]=[C:13]([CH3:15])[CH3:14])[CH3:9])[CH3:4].[CH2:37]([NH2:47])[C:38]1[CH:46]=[CH:45][C:44]2[O:43][CH2:42][O:41][C:40]=2[CH:39]=1.O>C1COCC1>[CH2:1]([CH2:16]/[C:17](/[CH3:36])=[CH:18]/[CH2:19][CH2:20]/[C:21](/[CH3:35])=[CH:22]/[CH2:23][CH2:24]/[C:25](/[CH3:34])=[CH:26]/[CH2:27][CH2:28]/[C:29](/[CH3:33])=[CH:30]/[CH2:31][NH:47][CH2:37][C:38]1[CH:46]=[CH:45][C:44]2[O:43][CH2:42][O:41][C:40]=2[CH:39]=1)[CH:2]=[C:3]([CH2:5][CH2:6][CH:7]=[C:8]([CH2:10][CH2:11][CH:12]=[C:13]([CH3:15])[CH3:14])[CH3:9])[CH3:4]. Reported procedure: In 10 ml of THF was dissolved 4.56 g of farnesylgeranylgeranyl bromide, 3.01 g of piperonylamine was added and stirred at room temperature for one hour. To the reaction mixture was added water and extracted with ethyl acetate. The extract was washed with water and then brine, dried over magnesium sulfate and then concentrated. The concentrate was purified by silica gel column chromatography (using as a developing solvent hexane-ethyl acetate (4:1)→ethyl acetate) to give 1.14 g of N-farnesylgeran... Reactants: FC(C(=O)O)(F)F (trifluoroacetic acid), BrCCCO (3-bromo-1-propanol), C[Si](C)(C)[SiH]([Si](C)(C)C)[Si](C)(C)C (tris(trimethylsilyl)silane), C1OC=2C(=CC3=C(C=CC4=C5C=CC(=C(C5=CN=C34)OCC3=CC=CC=C3)OC)C2)O1 (2,3-(Methylenedioxy)-7-benzyloxy-8-methoxy-benzo[c]phenanthridine), N(=NC(C#N)(C)C)C(C#N)(C)C (azobis(isobutyronitrile)). Run in C(C)#N (acetonitrile). Run at temperature 80 celsius. The product is C1OC=2C(=CC3=C(C=CC4=C5C=CC(=C(C5=C(N=C34)CCCO)OCC3=CC=CC=C3)OC)C2)O1 (2,3-(methylenedioxy)-6-(3-hydroxypropyl)-7-benzyloxy-8-methoxy-benzo[c]phenanthridine). Yield: 15.0%. As a reaction SMILES: [CH2:1]1[O:31][C:4]2=[CH:5][C:6]3[C:19]4[C:10](=[C:11]5[C:16](=[CH:17][N:18]=4)[C:15]([O:20][CH2:21][C:22]4[CH:27]=[CH:26][CH:25]=[CH:24][CH:23]=4)=[C:14]([O:28][CH3:29])[CH:13]=[CH:12]5)[CH:9]=[CH:8][C:7]=3[CH:30]=[C:3]2[O:2]1.FC(F)(F)C(O)=O.Br[CH2:40][CH2:41][CH2:42][OH:43].C[Si]([SiH]([Si](C)(C)C)[Si](C)(C)C)(C)C.N(C(C)(C)C#N)=NC(C)(C)C#N>C(#N)C>[CH2:1]1[O:31][C:4]2=[CH:5][C:6]3[C:19]4[C:10](=[C:11]5[C:16](=[C:17]([CH2:40][CH2:41][CH2:42][OH:43])[N:18]=4)[C:15]([O:20][CH2:21][C:22]4[CH:27]=[CH:26][CH:25]=[CH:24][CH:23]=4)=[C:14]([O:28][CH3:29])[CH:13]=[CH:12]5)[CH:9]=[CH:8][C:7]=3[CH:30]=[C:3]2[O:2]1. Procedure details: 2,3-(Methylenedioxy)-7-benzyloxy-8-methoxy-benzo[c]phenanthridine (prepared by the process described in Japanese Patent KOKAI No. 5-208959, 1.228 g, 3.00 mmols) was suspended in acetonitrile (48 mL), and trifluoroacetic acid (231 μL, 3.00 mmols), 3-bromo-1-propanol (271 μL, 3.00 mmols) and tris(trimethylsilyl)silane (1.85 mL, 6.00 mmols) were added to the suspension. The mixture was stirred at 80° C. on an oil bath. After the suspension was dissolved, azobis(isobutyronitrile) (0.985 g, 6.00 mmol... Starting materials: CCO, O=C(c1nc(-c2cccc3ccccc23)n2ccccc12)C(F)(F)F, [K+], [OH-]. Product: O=C(O)c1nc(-c2cccc3ccccc23)n2ccccc12. Reaction SMILES: [CH3:28][CH2:29][OH:30].[F:1][C:2]([C:3](=[O:4])[c:5]1[n:6][c:7](-[c:14]2[cH:15][cH:16][cH:17][c:18]3[cH:19][cH:20][cH:21][cH:22][c:23]23)[n:8]2[c:9]1[cH:10][cH:11][cH:12][cH:13]2)([F:24])[F:25].[K+:27].[OH-:26]>>[C:3](=[O:4])([c:5]1[n:6][c:7](-[c:14]2[cH:15][cH:16][cH:17][c:18]3[cH:19][cH:20][cH:21][cH:22][c:23]23)[n:8]2[c:9]1[cH:10][cH:11][cH:12][cH:13]2)[OH:26]. Reactants: COC([C@@H]([C@@H](C1=CC=CC=C1)SCC)NS(=O)(=O)C1=CC=C(C=C1)C1=CC=C(C=C1)F)=O ((2S, 3R)-3-ethylsulfanyl-2-(4′-fluoro-biphenyl-4-sulfonylamino)-3-phenyl-propionic acid methyl ester), [I-].[Li+] (lithium iodide), (2S,3R)-3-Ethylsulfanyl-2-(4′-fuoro-biphenyl-4-sulfonylamino)-3-phenyl-propionic acid. The solvent is N1=CC=CC=C1 (pyridine). Product: C(C)S[C@@H]([C@H](C(=O)O)NS(=O)(=O)C1=CC=C(C=C1)C1=CC=C(C=C1)F)C1=CC=CC=C1 ((2S,3R)-3-Ethylsulfanyl-2-(4′-fluoro-biphenyl-4-sulfonylamino)-3-phenyl-propionic Acid). Reaction SMILES: C[O:2][C:3](=[O:32])[C@H:4]([NH:15][S:16]([C:19]1[CH:24]=[CH:23][C:22]([C:25]2[CH:30]=[CH:29][C:28]([F:31])=[CH:27][CH:26]=2)=[CH:21][CH:20]=1)(=[O:18])=[O:17])[C@H:5]([S:12][CH2:13][CH3:14])[C:6]1[CH:11]=[CH:10][CH:9]=[CH:8][CH:7]=1.[I-].[Li+]>N1C=CC=CC=1>[CH2:13]([S:12][C@H:5]([C:6]1[CH:7]=[CH:8][CH:9]=[CH:10][CH:11]=1)[C@@H:4]([NH:15][S:16]([C:19]1[CH:24]=[CH:23][C:22]([C:25]2[CH:26]=[CH:27][C:28]([F:31])=[CH:29][CH:30]=2)=[CH:21][CH:20]=1)(=[O:18])=[O:17])[C:3]([OH:32])=[O:2])[CH3:14] |f:1.2|. Procedure details: (2S,3R)-3-Ethylsulfanyl-2-(4′-fuoro-biphenyl-4-sulfonylamino)-3-phenyl-propionic acid. A mixture of (2S, 3R)-3-ethylsulfanyl-2-(4′-fluoro-biphenyl-4-sulfonylamino)-3-phenyl-propionic acid methyl ester 4b (28 mg, 0.059 mmol) and lithium iodide (105 mg, 0.785 mmol) in pyridine (3 mL) is refluxed under argon overnight. The mixture is cooled to room temperature and partitioned between ethyl acetate and 1.0 N aq. HCl. The organic layer is dried over Na2SO4, filtered, and concentrated under reduced pr... The reactants are COc1cccc2ccccc12 (substrate), Cc1cc(C)c([Mg]Br)c(C)c1 (effective_coupling_partner). The reagents and catalysts are CC(C)P(C(C)C)C(Nc1ccccc1n3nc(c2ccccc2)cc3c4ccccc4)c5ccccc5. Conditions: temperature 120 celsius, time 16 hour. Yields the product Cc3cc(C)c(c1cccc2ccccc12)c(C)c3. Reactants: B(F)(F)F.CCOCC (boron trifluoride etherate), C(C)[SiH](CC)CC (triethylsilane), C([O-])([O-])=O.[K+].[K+] (potassium carbonate), C(C1=CC=CC=C1)OC1=C(C=CC2=CC=CC=C12)C(C#CCCCC(=O)OC)O (methyl 7-(1-benzyloxy-2-naphthyl)-7-hydroxy-5-heptynoate). Solvent: C(Cl)Cl (methylene chloride), CCOCC (ether), C(Cl)Cl (methylene chloride). Reaction conditions: time 30 minute. Yields the product C(C1=CC=CC=C1)OC1=C(C=CC2=CC=CC=C12)CC#CCCCC(=O)OC (Methyl 7-(1-benzyloxy-2-naphthyl)-5-heptynoate). Isolated yield 50.0%. As a reaction SMILES: B(F)(F)F.CCOCC.C([SiH](CC)CC)C.[CH2:17]([O:24][C:25]1[C:34]2[C:29](=[CH:30][CH:31]=[CH:32][CH:33]=2)[CH:28]=[CH:27][C:26]=1[CH:35](O)[C:36]#[C:37][CH2:38][CH2:39][CH2:40][C:41]([O:43][CH3:44])=[O:42])[C:18]1[CH:23]=[CH:22][CH:21]=[CH:20][CH:19]=1.C(=O)([O-])[O-].[K+].[K+]>C(Cl)Cl.CCOCC>[CH2:17]([O:24][C:25]1[C:34]2[C:29](=[CH:30][CH:31]=[CH:32][CH:33]=2)[CH:28]=[CH:27][C:26]=1[CH2:35][C:36]#[C:37][CH2:38][CH2:39][CH2:40][C:41]([O:43][CH3:44])=[O:42])[C:18]1[CH:19]=[CH:20][CH:21]=[CH:22][CH:23]=1 |f:0.1,4.5.6|. Reported procedure: To a solution of boron trifluoride etherate (5.0 mL. 0.041 mole) in methylene chloride (150 mL) at 0°, triethylsilane (20 mL. 0.126 mole) was added, followed by a solution of methyl 7-(1-benzyloxy-2-naphthyl)-7-hydroxy-5-heptynoate (5.00 g, 0.013 mole) in methylene chloride (20 mL). The mixture was stirred for 30 minutes then poured into saturated aqueous potassium carbonate. The crude product was isolated by extraction with ether, and chromatographed with 1:1 ether/hexane. This provided the tit... The reactants are C(C)(=O)O[BH-](OC(C)=O)OC(C)=O.[Na+] (Sodium triacetoxyborohydride), C1(CC1)OC1=C(C=O)C=C(C=C1)OC(F)(F)F (2-cyclopropoxy-5-(trifluoromethoxy)benzaldehyde), C1(=CC=CC=C1)[C@@H]1NCCC[C@@H]1N ((2S3S)-2-phenylpiperidin-3-amine), C(C)(=O)O (acetic acid), C(O)([O-])=O.[Na+] (sodium hydrogen carbonate), ClCCCl (1,2-dichloroethane). Conditions: time 2.5 hour. Yields the product Cl.Cl.C1(CC1)OC1=C(C=C(C=C1)OC(F)(F)F)CN[C@@H]1[C@@H](NCCC1)C1=CC=CC=C1 ((2S3S)-N-{[2-Cyclopropoxy-5-(trifluoromethoxy)phenyl]methyl}-2-phenylpiperidin-3-amine Dihydrochloride). The yield is 46.0%. As a reaction SMILES: C(O[BH-](OC(=O)C)OC(=O)C)(=O)C.[Na+].[CH:15]1([O:18][C:19]2[CH:26]=[CH:25][C:24]([O:27][C:28]([F:31])([F:30])[F:29])=[CH:23][C:20]=2[CH:21]=O)[CH2:17][CH2:16]1.[C:32]1([C@H:38]2[C@@H:43]([NH2:44])[CH2:42][CH2:41][CH2:40][NH:39]2)[CH:37]=[CH:36][CH:35]=[CH:34][CH:33]=1.C(O)(=O)C.C(=O)([O-])O.[Na+].[Cl:54]CCCl>>[ClH:54].[ClH:54].[CH:15]1([O:18][C:19]2[CH:26]=[CH:25][C:24]([O:27][C:28]([F:31])([F:30])[F:29])=[CH:23][C:20]=2[CH2:21][NH:44][C@H:43]2[CH2:42][CH2:41][CH2:40][NH:39][C@H:38]2[C:32]2[CH:37]=[CH:36][CH:35]=[CH:34][CH:33]=2)[CH2:17][CH2:16]1 |f:0.1,5.6,8.9.10|. Procedure details: Sodium triacetoxyborohydride (411 mg, 1.94 mmol) was added to a mixture of 2-cyclopropoxy-5-(trifluoromethoxy)benzaldehyde (Description 9, 159 mg, 0.646 mmol), (2S3S)-2-phenylpiperidin-3-amine (prepared by the method described in WO 95/08549, 171 mg, 0.97 mmol) and acetic acid, (111 μl, 1.94 mmol) in 1,2-dichloroethane (5 mL) and the mixture was stirred at room temperature for 2.5 h. The mixture was poured into aqueous sodium hydrogen carbonate (satd., 50 mL) and extracted with ethyl acetate. Th... Reactants: COc1ccc2cc(C(C)C(=O)OCC(C)(CO)[N+](=O)[O-])ccc2c1, CCOC(C)=O, CC(=O)OC(C)=O, CC(=O)O[N+](=O)[O-], O=[N+]([O-])O. Product: COc1ccc2cc(C(C)C(=O)OCC(C)(CO[N+](=O)[O-])[N+](=O)[O-])ccc2c1. RXN SMILES: [CH3:12][O:13][c:14]1[cH:15][c:16]2[cH:17][cH:18][c:19]([CH:24]([C:25](=[O:26])[O:27][CH2:28][C:29]([CH2:30][OH:31])([N+:32](=[O:33])[O-:34])[CH3:35])[CH3:36])[cH:20][c:21]2[cH:22][cH:23]1.[CH3:44][CH2:45][O:46][C:47]([CH3:48])=[O:49].[CH3:5][C:6]([O:7][C:8](=[O:9])[CH3:10])=[O:11].[N+:37]([O-:38])([O:39][C:40](=[O:41])[CH3:42])=[O:43].[OH:1][N+:2]([O-:3])=[O:4]>>[O:1]=[N+:2]([O-:3])[O:4][CH2:30][C:29]([CH2:28][O:27][C:25]([CH:24]([c:19]1[cH:18][cH:17][c:16]2[cH:15][c:14]([O:13][CH3:12])[cH:23][cH:22][c:21]2[cH:20]1)[CH3:36])=[O:26])([N+:32](=[O:33])[O-:34])[CH3:35].